Dataset: the Open Reaction Database (ORD), a public repository of structured organic reaction records. Task: describe an organic reaction: reactants, conditions, products, and yield Starting materials: CC#N, Clc1ncnc2ccc(I)cc12, Nc1ccc2c(cnn2Cc2ccccc2)c1. Yields the product Cl, Ic1ccc2ncnc(Nc3ccc4c(cnn4Cc4ccccc4)c3)c2c1. As a reaction SMILES: [CH3:30][C:31]#[N:32].[Cl:1][c:2]1[n:3][cH:4][n:5][c:6]2[cH:7][cH:8][c:9]([I:12])[cH:10][c:11]12.[NH2:13][c:14]1[cH:15][c:16]2[cH:17][n:18][n:19]([CH2:23][c:24]3[cH:25][cH:26][cH:27][cH:28][cH:29]3)[c:20]2[cH:21][cH:22]1>>[ClH:1].[c:2]1([NH:13][c:14]2[cH:15][c:16]3[cH:17][n:18][n:19]([CH2:23][c:24]4[cH:25][cH:26][cH:27][cH:28][cH:29]4)[c:20]3[cH:21][cH:22]2)[n:3][cH:4][n:5][c:6]2[cH:7][cH:8][c:9]([I:12])[cH:10][c:11]12.